This data is from the Open Reaction Database (ORD), a public repository of structured organic reaction records. The task is: describe an organic reaction: reactants, conditions, products, and yield Reactants: Cl.NCCCl (1-amino-2-chloroethane hydrochloride), 2E, O1C(=CC=C1)C=1OC(=C(N1)COC1=C(C=C(COC2=NN(C=C2C=CC(=O)O)C2=CC=CC=C2)C=C1)OC)C (3-{3-[(4-([2-(2-furyl)-5-methyl-4-oxazolyl]methoxy}-3-methoxybenzyl)oxy]-1-phenyl-1H-pyrazol-4-yl}-2-propenoic acid), C(OCC)(=O)Cl (ethyl chlorocarbonate). Run in O1CCCC1 (tetrahydrofuran), C(C)N(CC)CC (triethylamine), O (water), O1CCCC1 (tetrahydrofuran), C(C)N(CC)CC (triethylamine). Conditions: time 40 minute. The product is O1C(=NCC1)/C=C/C=1C(=NN(C1)C1=CC=CC=C1)OCC1=CC(=C(OCC=2N=C(OC2C)C=2OC=CC2)C=C1)OC (4-({4-[({4-[(E)-2-(4,5-dihydro-1,3-oxazol-2-yl)ethenyl]-1-phenyl-1H-pyrazol-3-yl}oxy)methyl]-2-methoxyphenoxy}methyl)-2-(2-furyl)-5-methyl-1,3-oxazole). Yield: 35.0%. As a reaction SMILES: [O:1]1[CH:5]=[CH:4][CH:3]=[C:2]1[C:6]1[O:7][C:8]([CH3:39])=[C:9]([CH2:11][O:12][C:13]2[CH:36]=[CH:35][C:16]([CH2:17][O:18][C:19]3[C:23]([CH:24]=[CH:25][C:26]([OH:28])=O)=[CH:22][N:21]([C:29]4[CH:34]=[CH:33][CH:32]=[CH:31][CH:30]=4)[N:20]=3)=[CH:15][C:14]=2[O:37][CH3:38])[N:10]=1.C(Cl)(=O)OCC.Cl.[NH2:47][CH2:48][CH2:49]Cl>O.O1CCCC1.C(N(CC)CC)C>[O:28]1[CH2:49][CH2:48][N:47]=[C:26]1/[CH:25]=[CH:24]/[C:23]1[C:19]([O:18][CH2:17][C:16]2[CH:35]=[CH:36][C:13]([O:12][CH2:11][C:9]3[N:10]=[C:6]([C:2]4[O:1][CH:5]=[CH:4][CH:3]=4)[O:7][C:8]=3[CH3:39])=[C:14]([O:37][CH3:38])[CH:15]=2)=[N:20][N:21]([C:29]2[CH:30]=[CH:31][CH:32]=[CH:33][CH:34]=2)[CH:22]=1 |f:2.3|. Reported procedure: To a mixture of (2E)-{3-{3-[(4-([2-(2-furyl)-5-methyl-4-oxazolyl]methoxy}-3-methoxybenzyl)oxy]-1-phenyl-1H-pyrazol-4-yl}-2-propenoic acid (0.60 g), triethylamine (0.14 g) and tetrahydrofuran (30 mL) was added ethyl chlorocarbonate (0.15 g) at −30° C. The reaction mixture was stirred at the same temperature for 40 min and added to a mixture of 1-amino-2-chloroethane hydrochloride (0.66 g), triethylamine (0.58 g) and tetrahydrofuran (20 mL) at −30° C. After stirring the reaction mixture at room te... Reactants: COC1=CC=NC=2C(C=CC(C12)=O)=O (4-methoxyquinoline-5,8-dione), FC(C(=O)NC1=C(C=CC=C1)C=CC=NN(C)C)(F)F (4-(2-trifluoroacetamidophenyl)-1-dimethylamino-1-aza-1,3-butadiene), C(C)(=O)OC(C)=O (acetic anhydride). Reagents/catalysts: [Pd] (Pd/C). The solvent is CC#N (CH3CN), C1(=CC=CC=C1)C (toluene). Product: COC1=CC=NC2=C1C(C=1C(=CC=NC1C2=O)C2=C(C=CC=C2)NC(C(F)(F)F)=O)=O (6-Methoxy-4-(2-trifluoroacetamidophenyl)pyrido-[3,2-g]quinoline-5,10-dione). The yield is 8.8%. RXN SMILES: [CH3:1][O:2][C:3]1[C:12]2[C:11](=[O:13])[CH:10]=[CH:9][C:8](=[O:14])[C:7]=2[N:6]=[CH:5][CH:4]=1.[F:15][C:16]([F:34])([F:33])[C:17]([NH:19][C:20]1[CH:25]=[CH:24][CH:23]=[CH:22][C:21]=1[CH:26]=[CH:27][CH:28]=[N:29]N(C)C)=[O:18].C(OC(=O)C)(=O)C>CC#N.C1(C)C=CC=CC=1.[Pd]>[CH3:1][O:2][C:3]1[C:12]2[C:11](=[O:13])[C:10]3[C:26]([C:21]4[CH:22]=[CH:23][CH:24]=[CH:25][C:20]=4[NH:19][C:17](=[O:18])[C:16]([F:33])([F:15])[F:34])=[CH:27][CH:28]=[N:29][C:9]=3[C:8](=[O:14])[C:7]=2[N:6]=[CH:5][CH:4]=1. Reported procedure: 3.5 g (16 mmol) of 4-methoxyquinoline-5,8-dione, 7 g (24 mmol) of 4-(2-trifluoroacetamidophenyl)-1-dimethylamino-1-aza-1,3-butadiene and 15 mL of acetic anhydride in 200 mL of CH3CN are refluxed for 18 hours. After evaporating off the solvent on a rotary evaporator and purifying by filtration through silica (99.5/0.5 CH2Cl2/MeOH), 3 g of adduct are obtained. This compound is dissolved in 150 mL of toluene, 6 g of Pd/C (10%) are added and the reaction medium is refluxed overnight. After filtering... The reactants are CCCc1nc(I)cn1CCNC(=O)OC(C)(C)C, ClCCl, Cl, C1COCCO1. Yields the product Cl, CCCc1nc(I)cn1CCN. As a reaction SMILES: [C:1]([O:2][C:3](=[O:4])[NH:7][CH2:8][CH2:9][n:10]1[c:11]([CH2:16][CH2:17][CH3:18])[n:12][c:13]([I:15])[cH:14]1)([CH3:5])([CH3:6])[CH3:19].[Cl:27][CH2:28][Cl:29].[ClH:20].[O:21]1[CH2:22][CH2:23][O:24][CH2:25][CH2:26]1>>[ClH:20].[NH2:7][CH2:8][CH2:9][n:10]1[c:11]([CH2:16][CH2:17][CH3:18])[n:12][c:13]([I:15])[cH:14]1. The reactants are Cl (hydrochloric acid), ClP(C1=CC=CC=C1)C1=CC=CC=C1 (chlorodiphenylphosphine), C1(=CC=CC=C1)C (toluene). Reagents/catalysts: [Zn] (zinc). Solvent: CN(C=O)C (N,N-dimethylformamide). Run at time 1 hour. The product is C1(=CC=CC=C1)PC1=CC=CC=C1 (diphenylphosphine). Isolated yield 62.8%. As a reaction SMILES: Cl[P:2]([C:9]1[CH:14]=[CH:13][CH:12]=[CH:11][CH:10]=1)[C:3]1[CH:8]=[CH:7][CH:6]=[CH:5][CH:4]=1.Cl.C1(C)C=CC=CC=1>CN(C)C=O.[Zn]>[C:9]1([PH:2][C:3]2[CH:4]=[CH:5][CH:6]=[CH:7][CH:8]=2)[CH:10]=[CH:11][CH:12]=[CH:13][CH:14]=1. Procedure details: 1.04 g (4.71 mmol) of chlorodiphenylphosphine was added dropwise in a nitrogen gas atmosphere to a suspension of 461 mg (7.05 mg-atoms) of zinc (powder) in 10 cm3 of N,N-dimethylformamide and the mixture was stirred at room temperature for one hour. To the reaction mixture was added dropwise 10 cm3 (10 mmol) of 1 mol·dm-3 hydrochloric acid and then 10 cm3 of toluene. The mixture was stirred, the aqueous layer and the toluene layer were separated off, the toluene layer was dried over anhydrous so... Reactants: N#Cc1ccc(C(=O)Cl)cc1, I, Nc1nc2c(s1)Cc1ccccc1-2. The product is N#Cc1ccc(C(=O)Nc2nc3c(s2)Cc2ccccc2-3)cc1. Reaction SMILES: [C:15](#[N:16])[c:17]1[cH:18][cH:19][c:20]([C:21](=[O:22])[Cl:23])[cH:24][cH:25]1.[IH:1].[s:2]1[c:3]([NH2:14])[n:4][c:5]2[c:6]1[CH2:7][c:8]1[cH:9][cH:10][cH:11][cH:12][c:13]1-2>>[s:2]1[c:3]([NH:14][C:21]([c:20]2[cH:19][cH:18][c:17]([C:15]#[N:16])[cH:25][cH:24]2)=[O:22])[n:4][c:5]2[c:6]1[CH2:7][c:8]1[cH:9][cH:10][cH:11][cH:12][c:13]1-2. Starting materials: FC1=C(OC2CCN(CC2)C=2N=C3C(=NC2NC(C)C)C=NC=C3)C=CC(=C1)F (2-(4-(2,4-difluorophenoxyl)piperidin-1-yl)-N-isopropylpyrido[3,4-b]pyrazin-3-amine), C(C)(=O)OC(C)=O (acetic anhydride), C(C)(=O)OC(C)=O (acetic anhydride). Reagents/catalysts: [Pd] (Pd/C). Run in O1CCOCC1 (dioxane), CC(=O)C (acetone). Reaction conditions: time 24 hour. Yields the product FC1=C(OC2CCN(CC2)C=2N=C3C(=NC2NC(C)C)CN(CC3)C(C)=O)C=CC(=C1)F (1-(2-(4-(2,4-difluorophenoxyl)piperidin-1-yl)-3-(isopropylamino)-7,8-dihydropyrido[3,4-b]pyrazin-6(5H)-yl)ethanone). Isolated yield 51.2%. Reaction SMILES: [F:1][C:2]1[CH:28]=[C:27]([F:29])[CH:26]=[CH:25][C:3]=1[O:4][CH:5]1[CH2:10][CH2:9][N:8]([C:11]2[N:12]=[C:13]3[CH:24]=[CH:23][N:22]=[CH:21][C:14]3=[N:15][C:16]=2[NH:17][CH:18]([CH3:20])[CH3:19])[CH2:7][CH2:6]1.[C:30](OC(=O)C)(=[O:32])[CH3:31]>O1CCOCC1.CC(C)=O.[Pd]>[F:1][C:2]1[CH:28]=[C:27]([F:29])[CH:26]=[CH:25][C:3]=1[O:4][CH:5]1[CH2:6][CH2:7][N:8]([C:11]2[N:12]=[C:13]3[CH2:24][CH2:23][N:22]([C:30](=[O:32])[CH3:31])[CH2:21][C:14]3=[N:15][C:16]=2[NH:17][CH:18]([CH3:20])[CH3:19])[CH2:9][CH2:10]1. Procedure: A mixture of 2-(4-(2,4-difluorophenoxyl)piperidin-1-yl)-N-isopropylpyrido[3,4-b]pyrazin-3-amine (100 mg, 0.250 mmol), acetic anhydride (0.09 mL, 1.00 mmol) and 10% Pd/C (9.0 mg) in a mixture of dioxane (2.5 mL) and acetone (1.5 mL) was stirred at room temperature for 24 h. Then, 4.0 equivalents of acetic anhydride was added and stirring was continued for 2 days. After filtration, the reaction solution was quenched with saturated NaHCO3 and the aqueous layer was extracted with ethyl acetate (3×5 ... The reactants are C[S-] (thiomethoxide), CC(=CC[C@@H]1[C@@](O1)(C)[C@H]2[C@@H]([C@@H](CC[C@]23CO3)O)OC)C (Fumagillol), O (water). Run in CN(C)C=O (DMF). Run at time 30 minute. The product is O1C(C1CC=C(C)C)(C)C1C(CCC(C1OC)O)(O)CSC (2-(1,2-epoxy-1,5-dimethyl-4-hexenyl)-3-methoxy-1-methylthiomethyl-1,4-cyclohexanediol). Isolated yield 69.2%. RXN SMILES: [CH3:1][C:2]([CH3:20])=[CH:3][CH2:4][C@H:5]1[O:7][C@@:6]1([C@@H:9]1[C@:14]2([O:16][CH2:15]2)[CH2:13][CH2:12][C@@H:11]([OH:17])[C@H:10]1[O:18][CH3:19])[CH3:8].[CH3:21][S-:22].O>CN(C=O)C>[O:7]1[CH:5]([CH2:4][CH:3]=[C:2]([CH3:20])[CH3:1])[C:6]1([CH:9]1[CH:10]([O:18][CH3:19])[CH:11]([OH:17])[CH2:12][CH2:13][C:14]1([CH2:15][S:22][CH3:21])[OH:16])[CH3:8]. Reported procedure: Fumagillol (3.00 g) was dissolved in DMF (6 ml), to which was added thiomethoxide (2.23 g). The mixture was stirred for 30 minutes, to which was added water to suspend the reaction. The product was extracted with isopropylether. The extract solution was washed with a saturated aqueous solution of sodium hydrogencarbonate and a saturated aqueous saline solution, followed by drying over anhydrous magnesium sulfate. The solvent was distilled off under reduced pressure, then the residue was purified...